From a dataset of the Open Reaction Database (ORD), a public repository of structured organic reaction records. describe an organic reaction: reactants, conditions, products, and yield Starting materials: [Br-], c1ccc(C[P+](Oc2ccccc2)(Oc2ccccc2)Oc2ccccc2)cc1, COC(=O)CC(C)(O)CCO, C1CCOC1. RXN SMILES: [Br-:12].[CH2:13]([P+:14]([O:15][c:16]1[cH:17][cH:18][cH:19][cH:20][cH:21]1)([O:22][c:23]1[cH:24][cH:25][cH:26][cH:27][cH:28]1)[O:29][c:30]1[cH:31][cH:32][cH:33][cH:34][cH:35]1)[c:36]1[cH:37][cH:38][cH:39][cH:40][cH:41]1.[CH3:1][O:2][C:3]([CH2:4][C:5]([CH2:6][CH2:7][OH:8])([CH3:9])[OH:10])=[O:11].[O:42]1[CH2:43][CH2:44][CH2:45][CH2:46]1>>[CH3:1][O:2][C:3]([CH2:4][C:5]([CH2:6][CH2:7][Br:12])([CH3:9])[OH:10])=[O:11]. Product: COC(=O)CC(C)(O)CCBr. Reported procedure: 460 mg of iron are added to a solution of 460 mg of [(2-fluoro-5-nitrophenyl)ethynyl](trimethyl)silane in 10 ml of methanol, and the medium is adjusted to pH 4-5 with concentrated hydrochloric acid. After refluxing for three and a half hours, the medium is cooled and then filtered through silica, and concentrated to dryness under reduced pressure. The residue is taken up with diethyl ether, the insoluble material is filtered off, and then the filtrate is concentrated to dryness under reduced pre... Isolated yield 92.1%. Starting materials: FC1=C(C=C(C=C1)[N+](=O)[O-])C#C[Si](C)(C)C ([(2-fluoro-5-nitrophenyl)ethynyl](trimethyl)silane), Cl (hydrochloric acid). Reagents/catalysts: [Fe] (iron). Reaction SMILES: [F:1][C:2]1[CH:7]=[CH:6][C:5]([N+:8]([O-])=O)=[CH:4][C:3]=1[C:11]#[C:12][Si:13]([CH3:16])([CH3:15])[CH3:14].Cl>CO.[Fe]>[F:1][C:2]1[CH:7]=[CH:6][C:5]([NH2:8])=[CH:4][C:3]=1[C:11]#[C:12][Si:13]([CH3:14])([CH3:16])[CH3:15]. Product: FC1=C(C=C(N)C=C1)C#C[Si](C)(C)C (4-fluoro-3-[(trimethylsilyl)ethynyl]aniline). The solvent is CO (methanol).